This data is from the Open Reaction Database (ORD), a public repository of structured organic reaction records. The task is: describe an organic reaction: reactants, conditions, products, and yield Starting materials: CCO, CC(=O)c1cc([N+](=O)[O-])c(Cl)cc1Cl, Cl, [Fe]. The product is CC(=O)c1cc(N)c(Cl)cc1Cl. RXN SMILES: [CH3:16][CH2:17][OH:18].[Cl:1][c:2]1[c:3]([C:12]([CH3:13])=[O:14])[cH:4][c:5]([N+:9]([O-:10])=[O:11])[c:6]([Cl:8])[cH:7]1.[ClH:15].[Fe:19]>>[Cl:1][c:2]1[c:3]([C:12]([CH3:13])=[O:14])[cH:4][c:5]([NH2:9])[c:6]([Cl:8])[cH:7]1. Starting materials: CI (MeI), CCN(C(C)C)C(C)C (DIEA), C(Cl)Cl.[Cl-].[Na+].O (CH2Cl2 brine), COC1=CC=C(C=C1)N (4-anisidine), CCN(C(C)C)C(C)C (DIEA), C(=S)(Cl)Cl (thiophosgene), ClC1=CC(=C(C=C1Cl)N)N (4,5-dichloro-1,2-phenylenediamine). Run in C(Cl)Cl (CH2Cl2), CO (MeOH), C(Cl)Cl (CH2Cl2). Reaction conditions: temperature 40 celsius, time 1 hour. Product: ClC1=CC2=C(NC(=N2)NC2=CC=C(C=C2)OC)C=C1Cl (5,6-Dichloro-N-[4-(methoxy)phenyl]-1H-benzimidazol-2-amine). As a reaction SMILES: [CH3:1][O:2][C:3]1[CH:8]=[CH:7][C:6]([NH2:9])=[CH:5][CH:4]=1.[CH3:10]CN(C(C)C)C(C)C.C(Cl)(Cl)=S.[Cl:23][C:24]1[C:29]([Cl:30])=[CH:28][C:27]([NH2:31])=[C:26]([NH2:32])[CH:25]=1.CI.C(Cl)Cl.[Cl-].[Na+].O>C(Cl)Cl.CO>[Cl:23][C:24]1[C:29]([Cl:30])=[CH:28][C:27]2[NH:31][C:10]([NH:9][C:6]3[CH:7]=[CH:8][C:3]([O:2][CH3:1])=[CH:4][CH:5]=3)=[N:32][C:26]=2[CH:25]=1 |f:5.6.7.8|. Reported procedure: To a solution of 4-anisidine (6.5 mmol, 800 mg) and DIEA (7.2 mmol, 1.24 mL) in CH2Cl2 (10 mL) cooled to 0° C. was added thiophosgene (6.5 mmol, 500 μL) dropwise. The solution was allowed to reach ambient temperature for 1 h, and 4,5-dichloro-1,2-phenylenediamine (6.5 mmol, 1.15 g) was added to the reaction. The reaction mixture was heated at 40° C. for 16 h, and MeI (7.2 mmol, 445 μL) and DIEA (7.2 mmol, 1.24 μL) were added. The reaction was heated at 40° C. for 8 h, and allowed to stand at amb... Reactants: NC1=CC=C(C=C1)CC(=O)O (4-aminophenylacetic acid), B(F)(F)F.CCOCC (boron trifluoride etherate). The solvent is C(C)O (ethanol). Yields the product NC1=CC=C(C=C1)CC(=O)OCC (ethyl 4-aminophenylacetate). Reaction SMILES: [NH2:1][C:2]1[CH:7]=[CH:6][C:5]([CH2:8][C:9]([OH:11])=[O:10])=[CH:4][CH:3]=1.B(F)(F)F.[CH3:16][CH2:17]OCC>C(O)C>[NH2:1][C:2]1[CH:3]=[CH:4][C:5]([CH2:8][C:9]([O:11][CH2:16][CH3:17])=[O:10])=[CH:6][CH:7]=1 |f:1.2|. Reported procedure: A solution of 8.2 g. of 4-aminophenylacetic acid, 150 ml. of absolute ethanol, and 3 ml. of boron trifluoride etherate is heated to reflux for 15 hours. The solution is concentrated by distillation and then evaporated to dryness in vacuo. The residue is dissolved in ethyl ether, washed with aqueous sodium bicarbonate, dried, and evaporated to yield ethyl 4-aminophenylacetate. A mixture of 5.0 g. of this amine, 9.7 g. of 14-(trimethylsilyl)tetradecyl bromide, 4.2 g. of anhydrous potassium carbona... Reported procedure: To a solution of 3-(2-phenyltetrahydro-2H-pyran-2-yl)propan-1-ol (640 mg, 2.91 mmol) in acetone (10 mL) at 0° C. was added 4.15 mL of 0.7 M Jones reagent, and the mixture was stirred for 30 mins at 0° C. and for 1 hr at room temperature. It was added to CH2Cl2 and washed with water twice. The extract was dried over Na2SO4 and evaporated to give an oily residue. The residue was purified by Combiflash (40 g silica gel) eluting with 4:6 EtOAc-hexane to 3-(2-phenyltetrahydro-2H-pyran-2-yl)propanoic ... Starting materials: C1(=CC=CC=C1)C1(OCCCC1)CCCO (3-(2-phenyltetrahydro-2H-pyran-2-yl)propan-1-ol), CC(=O)C.OS(=O)(=O)O.O=[Cr](=O)=O (Jones reagent), C(Cl)Cl (CH2Cl2). Reaction conditions: temperature 0 celsius, time 1 hour. Product: C1(=CC=CC=C1)C1(OCCCC1)CCC(=O)O (3-(2-Phenyltetrahydro-2H-pyran-2-yl)propanoic acid). The solvent is CC(=O)C (acetone). RXN SMILES: [C:1]1([C:7]2([CH2:13][CH2:14][CH2:15][OH:16])[CH2:12][CH2:11][CH2:10][CH2:9][O:8]2)[CH:6]=[CH:5][CH:4]=[CH:3][CH:2]=1.CC(C)=[O:19].OS(O)(=O)=O.O=[Cr](=O)=O.C(Cl)Cl>CC(C)=O>[C:1]1([C:7]2([CH2:13][CH2:14][C:15]([OH:19])=[O:16])[CH2:12][CH2:11][CH2:10][CH2:9][O:8]2)[CH:2]=[CH:3][CH:4]=[CH:5][CH:6]=1 |f:1.2.3|.